This data is from the Open Reaction Database (ORD), a public repository of structured organic reaction records. The task is: describe an organic reaction: reactants, conditions, products, and yield Starting materials: [N+](=O)([O-])C1=C(C(=C(C=C1)Cl)C#N)O (2-nitro-5-chloro-6-cyanophenol), [Sn](Cl)Cl (tin (II) chloride), [OH-].[Na+] (NaOH). Solvent: C(C)O (ethanol). Run at temperature 80 celsius, time 2 hour. Yields the product NC1=C(C(=C(C=C1)Cl)C#N)O (2-amino-5-chloro6-cyanophenol). Isolated yield 64.3%. Reaction SMILES: [N+:1]([C:4]1[CH:9]=[CH:8][C:7]([Cl:10])=[C:6]([C:11]#[N:12])[C:5]=1[OH:13])([O-])=O.[Sn](Cl)Cl.[OH-].[Na+]>C(O)C>[NH2:1][C:4]1[CH:9]=[CH:8][C:7]([Cl:10])=[C:6]([C:11]#[N:12])[C:5]=1[OH:13] |f:2.3|. Procedure: A mixture of 2-nitro-5-chloro-6-cyanophenol (750 mg, 3.78 mmol) and tin (II) chloride (2.6 g, 11.4 mmol) in ethanol(50ml) is heated at 80° C. under argon. After 2 hours, the starting material has disappeared and the solution is allowed to cool down and then poured into ice. The pH is made slightly basic (pH7-8), by addition of solid NaOH, before being extracted with ethyl acetate. The organic phase was washed with brine, dried over MgSO4 and filtered. The solvent was evaporated and chromatograph... Reactants: [N+](=O)([O-])CC(C)=O (nitro-2-propanone), C(C)OC=C(C(=O)OCC)C(=O)C(=O)OCC ((ethoxymethylene)oxalacetic acid, diethyl ester), C(C)(=O)[O-].[Na+] (sodium acetate). Solvent: C(C)O (ethanol). Conditions: time 8 hour. Product: OC=1C=C(C(C(=O)OCC)=CC1[N+](=O)[O-])C(=O)OCC (Diethyl 4-hydroxy-5-nitrophthalate). Reaction SMILES: [N+:1]([CH2:4][C:5](=[O:7])[CH3:6])([O-:3])=[O:2].C(O[CH:11]=[C:12]([C:18]([C:20]([O:22][CH2:23][CH3:24])=[O:21])=O)[C:13]([O:15][CH2:16][CH3:17])=[O:14])C.C([O-])(=O)C.[Na+]>C(O)C>[OH:7][C:5]1[CH:6]=[C:18]([C:20]([O:22][CH2:23][CH3:24])=[O:21])[C:12](=[CH:11][C:4]=1[N+:1]([O-:3])=[O:2])[C:13]([O:15][CH2:16][CH3:17])=[O:14] |f:2.3|. Reported procedure: A stirred mixture of nitro-2-propanone (63.50 g, 0.616 mol), (ethoxymethylene)oxalacetic acid, diethyl ester (151.1 g, 0.616 mol) and ethanol at 5° C. under a nitrogen atmosphere is treated with sodium acetate (101.1 g, 1.23 mol), stirred overnight at room temperature, and concentrated in vacuo. The resultant residue is chromatographed (silica gel, 1% ethyl acetate:hexanes eluent). The chromatographed material is taken up in ethyl acetate and extracted with an equivalent of aqueous sodium hydrox... Starting materials: O=C([O-])[O-], C[Si](C)(C)O[Si](C)(C)C, CC(C)CN(C(=O)[O-])c1ccc(C2=CCSCC2)c(F)c1, Cc1ccccc1, CC(C)COC(=O)Nc1ccc(C2(O)CCSCC2)c(F)c1, [K+], [K+], O, Cc1ccc(S(=O)(=O)O)cc1. The product is CC(C)COC(=O)Nc1ccc(C2CCSCC2)c(F)c1. As a reaction SMILES: [C:64](=[O:65])([O-:66])[O-:67].[CH3:23][Si:24]([CH3:25])([CH3:26])[O:27][Si:28]([CH3:29])([CH3:30])[CH3:31].[CH3:43][CH:44]([CH3:45])[CH2:46][N:47]([c:48]1[cH:49][cH:50][c:51]([C:52]2=[CH:57][CH2:56][S:55][CH2:54][CH2:53]2)[c:58]([F:59])[cH:60]1)[C:61](=[O:62])[O-:63].[CH3:70][c:71]1[cH:72][cH:73][cH:74][cH:75][cH:76]1.[F:1][c:2]1[cH:3][c:4]([NH:15][C:16]([O:17][CH2:18][CH:19]([CH3:20])[CH3:21])=[O:22])[cH:5][cH:6][c:7]1[C:8]1([OH:14])[CH2:9][CH2:10][S:11][CH2:12][CH2:13]1.[K+:68].[K+:69].[OH2:77].[c:32]1([CH3:33])[cH:34][cH:35][c:36]([S:37]([OH:38])(=[O:39])=[O:40])[cH:41][cH:42]1>>[F:1][c:2]1[cH:3][c:4]([NH:15][C:16]([O:17][CH2:18][CH:19]([CH3:20])[CH3:21])=[O:22])[cH:5][cH:6][c:7]1[CH:8]1[CH2:9][CH2:10][S:11][CH2:12][CH2:13]1. Starting materials: OBO, COc1c(Br)cc(S(N)(=O)=O)cc1C=O, O=[N+]([O-])c1ccccc1. The product is COc1c(C=O)cc(S(N)(=O)=O)cc1-c1cccc([N+](=O)[O-])c1. Reaction SMILES: [BH:16]([OH:17])[OH:18].[Br:1][c:2]1[cH:3][c:4]([S:12](=[O:13])(=[O:14])[NH2:15])[cH:5][c:6]([CH:10]=[O:11])[c:7]1[O:8][CH3:9].[N+:19](=[O:20])([O-:21])[c:22]1[cH:23][cH:24][cH:25][cH:26][cH:27]1>>[c:2]1(-[c:26]2[cH:25][cH:24][cH:23][c:22]([N+:19](=[O:20])[O-:21])[cH:27]2)[cH:3][c:4]([S:12](=[O:13])(=[O:14])[NH2:15])[cH:5][c:6]([CH:10]=[O:11])[c:7]1[O:8][CH3:9]. Starting materials: C(O)([O-])=O.[Na+] (sodium hydrogen carbonate), ClC1=NC2=C(N1CCCC(=O)OCC)C(=CC=C2Cl)C(CC)CC (Ethyl 4-[2,4-dichloro-7-(1-ethylpropyl)-1H-benzimidazol-1-yl]butanoate), BrC1=C(N)C=CC(=C1)C (2-bromo-4-methylaniline), O.C1(=CC=C(C=C1)S(=O)(=O)O)C (p-toluenesulfonic acid monohydrate). Solvent: C=1(C(=CC=CC1)C)C (xylene). Reaction conditions: temperature 130 celsius, time 12 hour. Product: BrC1=C(C=CC(=C1)C)NC1=NC2=C(N1CCCC(=O)OCC)C(=CC=C2Cl)C(CC)CC (Ethyl 4-[2-[(2-bromo-4-methylphenyl)amino]-4-chloro-7-(1-ethylpropyl)-1H-benzimidazol-1-yl]butanoate). Isolated yield 67.6%. Reaction SMILES: Cl[C:2]1[N:6]([CH2:7][CH2:8][CH2:9][C:10]([O:12][CH2:13][CH3:14])=[O:11])[C:5]2[C:15]([CH:20]([CH2:23][CH3:24])[CH2:21][CH3:22])=[CH:16][CH:17]=[C:18]([Cl:19])[C:4]=2[N:3]=1.[Br:25][C:26]1[CH:32]=[C:31]([CH3:33])[CH:30]=[CH:29][C:27]=1[NH2:28].O.C1(C)C=CC(S(O)(=O)=O)=CC=1.C(=O)([O-])O.[Na+]>C1(C)C(C)=CC=CC=1>[Br:25][C:26]1[CH:32]=[C:31]([CH3:33])[CH:30]=[CH:29][C:27]=1[NH:28][C:2]1[N:6]([CH2:7][CH2:8][CH2:9][C:10]([O:12][CH2:13][CH3:14])=[O:11])[C:5]2[C:15]([CH:20]([CH2:23][CH3:24])[CH2:21][CH3:22])=[CH:16][CH:17]=[C:18]([Cl:19])[C:4]=2[N:3]=1 |f:2.3,4.5|. Procedure: A mixture of ethyl 4-[2,4-dichloro-7-(1-ethylpropyl)-1H-benzimidazol-1-yl]butanoate (Reference Example 33; 1.50 g, 4.04 mmol), 2-bromo-4-methylaniline (1.0 mL, 8.08 mmol), p-toluenesulfonic acid monohydrate (822.2 mg, 4.32 mmol) and xylene (5.0 mL) was stirred at 130° C. for 12 hr. After cooling, the reaction mixture was neutralized with aqueous saturated sodium hydrogen carbonate and extracted with ethyl acetate (×3). The combined organic layer was washed with brine (×1), dried over anhydrous m... Starting materials: FC(C1=NCCC2=CC=CC=C12)(F)F (1-(Trifluoromethyl)-3,4-dihydroisoquinoline), C(CC1=CC=CC=C1)NC(C(F)(F)F)=O (N-(phenethyl)trifluoroacetamide), C(=O)(C(F)(F)F)O (CF3COOH). The reagents and catalysts are [Ru] (ruthenium on alumina). Solvent: O1CCCC1 (tetrahydrofuran). The product is FC(C1NCCC2CCCCC12)(F)F (1-(Trifluoromethyl)decahydroisoquinoline). As a reaction SMILES: [F:1][C:2]([F:14])([F:13])[C:3]1[C:12]2[C:7](=[CH:8][CH:9]=[CH:10][CH:11]=2)[CH2:6][CH2:5][N:4]=1.C(NC(=O)C(F)(F)F)CC1C=CC=CC=1.C(O)(C(F)(F)F)=O>O1CCCC1.[Ru]>[F:14][C:2]([F:1])([F:13])[CH:3]1[CH:12]2[CH:7]([CH2:8][CH2:9][CH2:10][CH2:11]2)[CH2:6][CH2:5][NH:4]1. Reported procedure: 20 g (0,101 mol) of 1-(Trifluoromethyl)-3,4-dihydroisoquinoline [prepared from N-(phenethyl)trifluoroacetamide analogously to U.S. Pat. No. 3,956,333 (11.5.76; Sterling Drug Inc.)] were hydrogenated in 100 ml of tetrahydrofuran on 5 g of ruthenium on alumina (about 10% Ru content) at 150° C. for 8 h at an H 2 pressure of 100 bar in a 0.3 1 V4A autoclave. After filtration, the THF was stripped off and the crude product was fractionareal in a water pump vacuum by means of a microdistillation appar...